Task: describe an organic reaction: reactants, conditions, products, and yield. Dataset: the Open Reaction Database (ORD), a public repository of structured organic reaction records Reactants: C(C)(C)S(=O)(=O)Cl (Isopropylsulfonyl chloride), CS(=O)(=O)N1CCC(CC1)NC(=O)NC1=CC=C(C=C1)C(F)(F)F (1-(1-(methylsulfonyl)piperidin-4-yl)-3-(4-(trifluoromethyl)phenyl)urea). Yields the product C(C)(C)S(=O)(=O)N1CCC(CC1)NC(=O)NC1=CC=C(C=C1)C(F)(F)F (1-(1-(isopropylsulfonyl)piperidin-4-yl)-3-(4-(trifluoromethyl)phenyl)urea). Isolated yield 83.0%. As a reaction SMILES: [CH:1]([S:4](Cl)(=[O:6])=[O:5])([CH3:3])[CH3:2].CS([N:12]1[CH2:17][CH2:16][CH:15]([NH:18][C:19]([NH:21][C:22]2[CH:27]=[CH:26][C:25]([C:28]([F:31])([F:30])[F:29])=[CH:24][CH:23]=2)=[O:20])[CH2:14][CH2:13]1)(=O)=O>>[CH:1]([S:4]([N:12]1[CH2:17][CH2:16][CH:15]([NH:18][C:19]([NH:21][C:22]2[CH:27]=[CH:26][C:25]([C:28]([F:29])([F:30])[F:31])=[CH:24][CH:23]=2)=[O:20])[CH2:14][CH2:13]1)(=[O:6])=[O:5])([CH3:3])[CH3:2]. Procedure: Isopropylsulfonyl chloride (70 mg, 0.487 mmol) was reacted with PTU (70 mg, 0.244 mmol) as the same manner as the synthesis of 1-(1-(methylsulfonyl)piperidin-4-yl)-3-(4-(trifluoromethyl)phenyl)urea yielding the final product (80 mg, 0.203 mmol, 83% yield). 1H NMR (d6-DMSO, 300 Mhz): δ 8.78 (s, 1H), 7.57 (s, 4H), 6.38 (d, J=7.5 Hz, 1H), 4.19 (d, J=Hz, 1H), 3.82 (d, J=Hz, 1H), 3.73 (m, 1H), 3.18 (t, J=12.4 Hz, 1H), 2.82 (m, 1H), 2.78 (t, J=Hz, 1H), 1.80 (t, J=9.6, 2H), 1.43 (m, 2H), 0.97 (s, 6H). Reactants: CCS(=O)(=O)Nc1cncc(Br)c1, Cn1c(=O)oc2cc(F)c(B3OC(C)(C)C(C)(C)O3)cc21, [K+], [K+], [K+], O=P([O-])([O-])[O-], c1ccc(P(c2ccccc2)(c2ccccc2)[Pd](P(c2ccccc2)(c2ccccc2)c2ccccc2)(P(c2ccccc2)(c2ccccc2)c2ccccc2)P(c2ccccc2)(c2ccccc2)c2ccccc2)cc1. The product is CCS(=O)(=O)Nc1cncc(-c2cc3c(cc2F)oc(=O)n3C)c1. As a reaction SMILES: [Br:22][c:23]1[cH:24][c:25]([NH:29][S:30](=[O:31])(=[O:32])[CH2:33][CH3:34])[cH:26][n:27][cH:28]1.[F:1][c:2]1[cH:3][c:4]2[c:5]([n:6]([CH3:10])[c:7](=[O:9])[o:8]2)[cH:11][c:12]1[B:13]1[O:14][C:15]([CH3:16])([CH3:17])[C:18]([CH3:19])([CH3:20])[O:21]1.[K+:40].[K+:41].[K+:42].[P:35]([O-:36])([O-:37])([O-:38])=[O:39].[cH:43]1[cH:44][cH:45][c:46]([P:47]([Pd:48]([P:49]([c:50]2[cH:51][cH:52][cH:53][cH:54][cH:55]2)([c:56]2[cH:57][cH:58][cH:59][cH:60][cH:61]2)[c:62]2[cH:63][cH:64][cH:65][cH:66][cH:67]2)([P:68]([c:69]2[cH:70][cH:71][cH:72][cH:73][cH:74]2)([c:75]2[cH:76][cH:77][cH:78][cH:79][cH:80]2)[c:81]2[cH:82][cH:83][cH:84][cH:85][cH:86]2)[P:87]([c:88]2[cH:89][cH:90][cH:91][cH:92][cH:93]2)([c:94]2[cH:95][cH:96][cH:97][cH:98][cH:99]2)[c:100]2[cH:101][cH:102][cH:103][cH:104][cH:105]2)([c:106]2[cH:107][cH:108][cH:109][cH:110][cH:111]2)[c:112]2[cH:113][cH:114][cH:115][cH:116][cH:117]2)[cH:118][cH:119]1>>[F:1][c:2]1[cH:3][c:4]2[c:5]([n:6]([CH3:10])[c:7](=[O:9])[o:8]2)[cH:11][c:12]1-[c:23]1[cH:24][c:25]([NH:29][S:30](=[O:31])(=[O:32])[CH2:33][CH3:34])[cH:26][n:27][cH:28]1. Starting materials: BrC1=C(C=C(C=C1)F)C (1-bromo-4-fluoro-2-methylbenzene), [N+](=O)(O)[O-] (nitric acid). Run in S(O)(O)(=O)=O (sulfuric acid). Reaction conditions: time 30 minute. Yields the product BrC1=C(C=C(C(=C1)[N+](=O)[O-])F)C (1-bromo-4-fluoro-2-methyl-5-nitrobenzene). The yield is 104.8%. As a reaction SMILES: [Br:1][C:2]1[CH:7]=[CH:6][C:5]([F:8])=[CH:4][C:3]=1[CH3:9].[N+:10]([O-])([OH:12])=[O:11]>S(=O)(=O)(O)O>[Br:1][C:2]1[CH:7]=[C:6]([N+:10]([O-:12])=[O:11])[C:5]([F:8])=[CH:4][C:3]=1[CH3:9]. Procedure details: Combine 1-bromo-4-fluoro-2-methylbenzene (30.0 g, 159 mmol) in concentrated sulfuric acid (100 mL), cool to about −5° C., and treat dropwise with nitric acid (11.00 mL, 174 mmol) over 20 minutes. Allow reaction mixture to warm to RT and stir for 30 min. Pour onto crushed ice with stiffing and partition with tert-butyl methyl ether (MTBE) (200 mL). Separate the aqueous layer and extract with MTBE (2×50 mL). Combine organic layers, dry and concentrate under reduced pressure to provide 1-bromo-4-fl... Starting materials: COC=1C=C(C=CC1)[C@@H](C[C@H]1N(CCC1)C)O ((R*,S*)-1-(3-methoxyphenyl)-2-(1-methyl-2-pyrrolidinyl)-ethanol), C(C)(=O)OC(C)=O (acetic acid anhydride), [OH-].[Na+] (sodium hydroxide). The product is COC=1C=C(C=CC1)[C@@H](C[C@H]1N(CCC1)C)OC(C)=O ((R*,S*)-acetic acid-[1-(3-methoxyphenyl)-2-(1-methyl-2-pyrrolidinyl)-ethyl]-ester). RXN SMILES: [CH3:1][O:2][C:3]1[CH:4]=[C:5]([C@H:9]([OH:17])[CH2:10][C@@H:11]2[CH2:15][CH2:14][CH2:13][N:12]2[CH3:16])[CH:6]=[CH:7][CH:8]=1.[OH-].[Na+].[C:20](OC(=O)C)(=[O:22])[CH3:21]>>[CH3:1][O:2][C:3]1[CH:4]=[C:5]([C@H:9]([O:17][C:20](=[O:22])[CH3:21])[CH2:10][C@@H:11]2[CH2:15][CH2:14][CH2:13][N:12]2[CH3:16])[CH:6]=[CH:7][CH:8]=1 |f:1.2|. Procedure details: 3,5 g of (R*,S*)-1-(3-methoxyphenyl)-2-(1-methyl-2-pyrrolidinyl)-ethanol and 40 ml of acetic acid anhydride are stirred for 15 minutes at room temperature. 6 N sodium hydroxide solution is added with cooling up to a pH of 8-9. The mixture is extracted with diethyl ether, and the organic layer is concentrated to the oily title compound. The hydrochloride (from methanol/diethyl ether) melts at 155°-157°. Starting materials: CC(C)(C)C(=O)Cl, Cl, NCCC(=O)[O-], [Na+], [OH-]. Yields the product CC(C)(C)C(=O)NCCC(=O)O. RXN SMILES: [C:7]([C:8]([CH3:9])([CH3:10])[CH3:11])(=[O:12])[Cl:13].[ClH:14].[NH2:1][CH2:2][CH2:3][C:4](=[O:5])[O-:6].[Na+:16].[OH-:15]>>[NH:1]([CH2:2][CH2:3][C:4](=[O:5])[OH:6])[C:7]([C:8]([CH3:9])([CH3:10])[CH3:11])=[O:12].